Task: describe an organic reaction: reactants, conditions, products, and yield. Dataset: the Open Reaction Database (ORD), a public repository of structured organic reaction records Reactants: C(C)(=O)C=1C=C(C#N)C=CC1O (3-acetyl-4-hydroxybenzonitrile), [OH-].[Na+] (sodium hydroxide). The solvent is C1(=CC=CC=C1)C (toluene), C(C)C(=O)CC (diethylketone), N1CCCC1 (pyrrolidin). Yields the product C(C)C1(OC2=C(C(C1)=O)C=C(C=C2)C#N)CC (2,2-diethyl-3,4-dihydro-4-oxo-2H-1-benzopyran-6-carbonitrile). As a reaction SMILES: [C:1]([C:4]1[CH:5]=[C:6]([CH:9]=[CH:10][C:11]=1[OH:12])[C:7]#[N:8])(=[O:3])[CH3:2].[OH-].[Na+]>C1(C)C=CC=CC=1.C(C(CC)=O)C.N1CCCC1>[CH2:1]([C:4]1([CH2:11][CH3:10])[CH2:2][C:1](=[O:3])[C:4]2[CH:5]=[C:6]([C:7]#[N:8])[CH:9]=[CH:10][C:11]=2[O:12]1)[CH3:2] |f:1.2|. Procedure: A solution of 16,1 g of 3-acetyl-4-hydroxybenzonitrile in 200 ml of toluene, 21 ml of diethylketone and 10 ml of pyrrolidin is refluxed for 31/2 hours in a Dean-Stark apparatus. The reaction solution cooled to room temperature is made alkaline with a 2N aq. sodium hydroxide solution and extracted with dichloroethane. The combined organic phases are washed with sodium hydroxidesolution and water, dried over sodiumsulfate and concentrated. The obtained residue is chromatographed on silica gel/dich... Reactants: CO, CC(COC1C(C)(C)CCC1(C)C)[N+](=O)[O-]. The product is CC(N)COC1C(C)(C)CCC1(C)C. As a reaction SMILES: [CH3:17][OH:18].[N+:1]([O-:2])(=[O:3])[CH:4]([CH2:5][O:6][CH:7]1[C:8]([CH3:14])([CH3:15])[CH2:9][CH2:10][C:11]1([CH3:12])[CH3:13])[CH3:16]>>[NH2:1][CH:4]([CH2:5][O:6][CH:7]1[C:8]([CH3:14])([CH3:15])[CH2:9][CH2:10][C:11]1([CH3:12])[CH3:13])[CH3:16]. Reactants: O (water), CS(=O)(=O)OCC#C (2-propinyl methanesulfonate), ClC1=CC(=C(C=C1O)C1=C(N(C(=C1Cl)C(F)(F)F)C)Cl)F (3-(4-chloro-2-fluoro-5-hydroxyphenyl) -2,4-dichloro-1-methyl-5-trifluoromethyl pyrrole), C([O-])([O-])=O.[K+].[K+] (potassium carbonate). Run in CC(=O)CC(C)C (methylisobutylketone). Reaction conditions: temperature 80 celsius. Product: ClC1=CC(=C(C=C1OCC#C)C1=C(N(C(=C1Cl)C(F)(F)F)C)Cl)F (3-[4-chloro-2-fluoro-5-(2-propinyloxy)phenyl]-2,4-dichloro-1-methyl-5-trifluoromethyl pyrrole). Yield: 39.9%. RXN SMILES: CS(O[CH2:6][C:7]#[CH:8])(=O)=O.[Cl:9][C:10]1[C:15]([OH:16])=[CH:14][C:13]([C:17]2[C:21]([Cl:22])=[C:20]([C:23]([F:26])([F:25])[F:24])[N:19]([CH3:27])[C:18]=2[Cl:28])=[C:12]([F:29])[CH:11]=1.C(=O)([O-])[O-].[K+].[K+].O>CC(CC(C)C)=O>[Cl:9][C:10]1[C:15]([O:16][CH2:8][C:7]#[CH:6])=[CH:14][C:13]([C:17]2[C:21]([Cl:22])=[C:20]([C:23]([F:26])([F:25])[F:24])[N:19]([CH3:27])[C:18]=2[Cl:28])=[C:12]([F:29])[CH:11]=1 |f:2.3.4|. Procedure: 2-propinyl methanesulfonate (0.35 g; 2.6 mmoles) is added to a mixture of 3-(4-chloro-2-fluoro-5-hydroxyphenyl) -2,4-dichloro-1-methyl-5-trifluoromethyl pyrrole (0.9 g; 2.5 mmoles) and potassium carbonate (0.33 g; 2.39 mmoles) in methylisobutylketone (10 ml). The mixture is heated to 80° C. for 3 hours. The reaction mixture is poured into water (10 ml), extracted with ethyl ether (3×20 ml), the ether phase is washed with a saturated solution of sodium chloride, anhydrified with sodium sulfate an...